From a dataset of the Open Reaction Database (ORD), a public repository of structured organic reaction records. describe an organic reaction: reactants, conditions, products, and yield Reactants: COC(=O)CC1CCCCN1S(=O)(=O)c1cccc(C(F)(F)F)c1, [Li+], C1CCOC1, [OH-], O. Yields the product O=C(O)CC1CCCCN1S(=O)(=O)c1cccc(C(F)(F)F)c1. RXN SMILES: [F:3][C:4]([c:5]1[cH:6][c:7]([S:11](=[O:12])(=[O:13])[N:14]2[CH:15]([CH2:20][C:21](=[O:22])[O:23][CH3:24])[CH2:16][CH2:17][CH2:18][CH2:19]2)[cH:8][cH:9][cH:10]1)([F:25])[F:26].[Li+:1].[O:28]1[CH2:29][CH2:30][CH2:31][CH2:32]1.[OH-:2].[OH2:27]>>[F:3][C:4]([c:5]1[cH:6][c:7]([S:11](=[O:12])(=[O:13])[N:14]2[CH:15]([CH2:20][C:21](=[O:22])[OH:23])[CH2:16][CH2:17][CH2:18][CH2:19]2)[cH:8][cH:9][cH:10]1)([F:25])[F:26].